This data is from the Open Reaction Database (ORD), a public repository of structured organic reaction records. The task is: describe an organic reaction: reactants, conditions, products, and yield Starting materials: NC(=O)c1ccccc1C(=O)O, CO, O=S(=O)(O)O. Yields the product O=C1NC(=O)c2ccccc21. Reaction SMILES: [C:1]([c:2]1[c:3]([C:4](=[O:5])[NH2:6])[cH:7][cH:8][cH:9][cH:10]1)(=[O:11])[OH:12].[CH3:18][OH:19].[S:13](=[O:14])(=[O:15])([OH:16])[OH:17]>>[C:1]1(=[O:12])[c:2]2[c:3]([cH:7][cH:8][cH:9][cH:10]2)[C:4](=[O:5])[NH:6]1.